This data is from the Open Reaction Database (ORD), a public repository of structured organic reaction records. The task is: describe an organic reaction: reactants, conditions, products, and yield Starting materials: C(C)OCC (diethyl ether), I[Si](C)(C)C (iodotrimethylsilane), COC(=O)N1CC(CCC1)N1C(C=2C(C=3C(=CC=CC13)Cl)=NOC2C)=O (3-(9-chloro-3-methyl-4-oxo-5H-isoxazolo[4,3-c]quinolin-5-yl)-piperidine-1-carboxylic acid methyl ester), CO (methanol). Solvent: ClCCl (dichloromethane). Reaction conditions: time 8 hour. The product is I.ClC=1C=2C=3C(C(N(C2C=CC1)C1CNCCC1)=O)=C(ON3)C (9-Chloro-3-methyl-5-piperidin-3-yl-5H-isoxazolo[4,3-c]quinolin-4-one hydroiodide). The yield is 96.6%. RXN SMILES: [I:1][Si](C)(C)C.COC([N:10]1[CH2:15][CH2:14][CH2:13][CH:12]([N:16]2[C:25]3[CH:24]=[CH:23][CH:22]=[C:21]([Cl:26])[C:20]=3[C:19]3=[N:27][O:28][C:29]([CH3:30])=[C:18]3[C:17]2=[O:31])[CH2:11]1)=O.CO.C(OCC)C>ClCCl>[IH:1].[Cl:26][C:21]1[C:20]2[C:19]3[C:18](=[C:29]([CH3:30])[O:28][N:27]=3)[C:17](=[O:31])[N:16]([CH:12]3[CH2:13][CH2:14][CH2:15][NH:10][CH2:11]3)[C:25]=2[CH:24]=[CH:23][CH:22]=1 |f:5.6|. Procedure: Add iodotrimethylsilane (1.87 mL, 13.16 mmol) to a solution of 3-(9-chloro-3-methyl-4-oxo-5H-isoxazolo[4,3-c]quinolin-5-yl)-piperidine-1-carboxylic acid methyl ester (2.06 g, 5.48 mmol) in dichloromethane (40 mL). Stir the solution at room temperature under nitrogen overnight. Add methanol (3.2 mL, 78.93 mmol) dropwise, and stir the reaction at room temperature for 30 minutes. Concentrate the reaction, add to diethyl ether, sonicate, and filtere. Dry the solids on a vacuum pump to give 2.36 g of... Starting materials: O=S(=O)(Cl)c1ccccc1Cl, CC(C)CCn1c(=O)c(C2=NS(=O)(=O)c3cc(N)ccc3N2)c(O)c2cccnc21, c1ccncc1. Product: CC(C)CCn1c(=O)c(C2=NS(=O)(=O)c3cc(NS(=O)(=O)c4ccccc4Cl)ccc3N2)c(O)c2cccnc21. RXN SMILES: [Cl:31][c:32]1[c:33]([S:38](=[O:39])(=[O:40])[Cl:41])[cH:34][cH:35][cH:36][cH:37]1.[NH2:1][c:2]1[cH:3][c:4]2[c:5]([cH:29][cH:30]1)[NH:6][C:7]([c:12]1[c:13](=[O:28])[n:14]([CH2:23][CH2:24][CH:25]([CH3:26])[CH3:27])[c:15]3[n:16][cH:17][cH:18][cH:19][c:20]3[c:21]1[OH:22])=[N:8][S:9]2(=[O:10])=[O:11].[cH:42]1[cH:43][cH:44][n:45][cH:46][cH:47]1>>[NH:1]([c:2]1[cH:3][c:4]2[c:5]([cH:29][cH:30]1)[NH:6][C:7]([c:12]1[c:13](=[O:28])[n:14]([CH2:23][CH2:24][CH:25]([CH3:26])[CH3:27])[c:15]3[n:16][cH:17][cH:18][cH:19][c:20]3[c:21]1[OH:22])=[N:8][S:9]2(=[O:10])=[O:11])[S:38]([c:33]1[c:32]([Cl:31])[cH:37][cH:36][cH:35][cH:34]1)(=[O:39])=[O:40]. The reactants are O=C([O-])[O-], CC(C)(C)O, Cl, Cl, [K+], [K+], O, c1ccc(CN2CCC(N3CCOCC3)CC2)cc1. The product is C1CC(N2CCOCC2)CCN1. Reaction SMILES: [C:22](=[O:23])([O-:24])[O-:25].[CH3:28][C:29]([OH:30])([CH3:31])[CH3:32].[ClH:1].[ClH:2].[K+:26].[K+:27].[OH2:33].[c:3]1([CH2:4][N:10]2[CH2:11][CH2:12][CH:13]([N:16]3[CH2:17][CH2:18][O:19][CH2:20][CH2:21]3)[CH2:14][CH2:15]2)[cH:5][cH:6][cH:7][cH:8][cH:9]1>>[NH:10]1[CH2:11][CH2:12][CH:13]([N:16]2[CH2:17][CH2:18][O:19][CH2:20][CH2:21]2)[CH2:14][CH2:15]1. Starting materials: N(=[N+]=[N-])CC=1SC(=NN1)C1=CC=NN1 (2-(azidomethyl)-5-(1H-pyrazol-5-yl)-1,3,4-thiadiazole), [Sn](Cl)Cl (Tin (II) chloride). Solvent: CO (methanol). Conditions: time 8 hour. Product: N1N=CC=C1C1=NN=C(S1)CN (1-[5-(1H-pyrazol-5-yl)-1,3,4-thiadiazol-2-yl]methanamine). Yield: 85.1%. As a reaction SMILES: [N:1]([CH2:4][C:5]1[S:6][C:7]([C:10]2[NH:14][N:13]=[CH:12][CH:11]=2)=[N:8][N:9]=1)=[N+]=[N-].[Sn](Cl)Cl>CO>[NH:14]1[C:10]([C:7]2[S:6][C:5]([CH2:4][NH2:1])=[N:9][N:8]=2)=[CH:11][CH:12]=[N:13]1. Procedure details: To a 3 mL methanol solution of 2-(azidomethyl)-5-(1H-pyrazol-5-yl)-1,3,4-thiadiazole (50 mg, 0.24 mmol) was added Tin (II) chloride, anhydrous (82 mg. 0.43 mmol) and the resulting yellow solution was stirred at rt overnight. The reaction mixture was concentrated and purified by HPLC (acetonitrile-water-ammonium hydroxide eluent) to give the title compound (37 mg). The reactants are COc1ccc(Br)cn1, C1CCOC1, [Li]CCCC, CC(C)OB1OC(C)(C)C(C)(C)O1, O. Yields the product COc1ccc(B2OC(C)(C)C(C)(C)O2)cn1. RXN SMILES: [Br:1][c:2]1[cH:3][cH:4][c:5]([O:8][CH3:9])[n:6][cH:7]1.[CH2:29]1[O:30][CH2:31][CH2:32][CH2:33]1.[CH3:10][CH2:11][CH2:12][CH2:13][Li:14].[CH:15]([O:16][B:19]1[O:20][C:21]([CH3:26])([CH3:27])[C:22]([CH3:24])([CH3:25])[O:23]1)([CH3:17])[CH3:18].[OH2:28]>>[c:2]1([B:19]2[O:20][C:21]([CH3:26])([CH3:27])[C:22]([CH3:24])([CH3:25])[O:23]2)[cH:3][cH:4][c:5]([O:8][CH3:9])[n:6][cH:7]1. Starting materials: ClCC1=CC=2C(C3=CC=CC=C3C(C2C=C1)=O)=O (2-chloromethylanthraquinone), C(CO)O (ethylene glycol). Yields the product OCCOCC1=CC=2C(C3=CC=CC=C3C(C2C=C1)=O)=O (2-(2-hydroxyethoxymethyl)-anthraquinone). The yield is 80.9%. RXN SMILES: Cl[CH2:2][C:3]1[CH:16]=[CH:15][C:14]2[C:13](=[O:17])[C:12]3[C:7](=[CH:8][CH:9]=[CH:10][CH:11]=3)[C:6](=[O:18])[C:5]=2[CH:4]=1.[CH2:19]([OH:22])[CH2:20][OH:21]>>[OH:21][CH2:20][CH2:19][O:22][CH2:2][C:3]1[CH:16]=[CH:15][C:14]2[C:13](=[O:17])[C:12]3[C:7](=[CH:8][CH:9]=[CH:10][CH:11]=3)[C:6](=[O:18])[C:5]=2[CH:4]=1. Reported procedure: 10 g (0.039 mol) of 2-chloromethylanthraquinone (prepared in accordance with the instructions of G. Izoret, Ann. Chim. 7, 151 (1962)) in 200 ml of ethylene glycol are refluxed for 3 hours, with stirring and with exclusion of moisture. The product which has crystallised out on cooling is washed with water and recrystallised from ethanol. 8.9 g (80.92% of theory) of 2-(2-hydroxyethoxymethyl)-anthraquinone are obtained. 8 g (0.03 mol) of 2-(2-hydroxyethoxymethyl)-anthraquinone are dissolved in 180 ... The reactants are [Si](C)(C)(C(C)(C)C)OCC(CC=1C(=C2COC(C2=CC1)=O)C)N1CCC2(CCN(C2=O)C=2COC(C2C)=O)CC1 (8-(1-((tert-butyldimethylsilyl)oxy)-3-(4-methyl-1-oxo-1,3-dihydro isobenzofuran-5-yl)propan-2-yl)-2-(4-methyl-5-oxo-2,5-dihydrofuran-3-yl)-2,8-diazaspiro[4.5]decan-1-one), FC(C(=O)O)(F)F (trifluoroacetic acid). Run in C(Cl)Cl (DCM). Run at time 24 hour. The product is OCC(CC=1C(=C2COC(C2=CC1)=O)C)N1CCC2(CCN(C2=O)C=2COC(C2C)=O)CC1 (8-(1-hydroxy-3-(4-methyl-1-oxo-1,3-dihydroisobenzofuran-5-yl)propan-2-yl)-2-(4-methyl-5-oxo-2,5-dihydrofuran-3-yl)-2,8-diazaspiro[4.5]decan-1-one). Reaction SMILES: [Si]([O:8][CH2:9][CH:10]([N:23]1[CH2:40][CH2:39][C:26]2([C:30](=[O:31])[N:29]([C:32]3[CH2:33][O:34][C:35](=[O:38])[C:36]=3[CH3:37])[CH2:28][CH2:27]2)[CH2:25][CH2:24]1)[CH2:11][C:12]1[C:13]([CH3:22])=[C:14]2[C:18](=[CH:19][CH:20]=1)[C:17](=[O:21])[O:16][CH2:15]2)(C(C)(C)C)(C)C.FC(F)(F)C(O)=O>C(Cl)Cl>[OH:8][CH2:9][CH:10]([N:23]1[CH2:40][CH2:39][C:26]2([C:30](=[O:31])[N:29]([C:32]3[CH2:33][O:34][C:35](=[O:38])[C:36]=3[CH3:37])[CH2:28][CH2:27]2)[CH2:25][CH2:24]1)[CH2:11][C:12]1[C:13]([CH3:22])=[C:14]2[C:18](=[CH:19][CH:20]=1)[C:17](=[O:21])[O:16][CH2:15]2. Procedure: To a solution of 8-(1-((tert-butyldimethylsilyl)oxy)-3-(4-methyl-1-oxo-1,3-dihydro isobenzofuran-5-yl)propan-2-yl)-2-(4-methyl-5-oxo-2,5-dihydrofuran-3-yl)-2,8-diazaspiro[4.5]decan-1-one (0.10 g, 0.18 mmol) in DCM (3 mL) was added trifluoroacetic acid (3 mL) at 0° C. After stirring at room temperature for 24 h, solvent was removed under reduced pressure and the residue was purified by preparative-HPLC to give the title compound, which was separated by SFC chiral chromatography into two single en... Reactants: ClC=1C=C(C=CC1Cl)N1C(CN(CC1)C(C)(C)C)C#N (1-(3,4-dichlorophenyl)-4-(1,1-dimethylethyl)-2-piperazinecarbonitrile), [H-].[Al+3].[H-].[H-] (aluminum hydride). The product is ClC=1C=C(C=CC1Cl)N1C(CN(CC1)C(C)(C)C)CN (1-(3,4-Dichlorophenyl)-4-(1,1-dimethylethyl)-2-piperazinemethanamine). As a reaction SMILES: [Cl:1][C:2]1[CH:3]=[C:4]([N:9]2[CH2:14][CH2:13][N:12]([C:15]([CH3:18])([CH3:17])[CH3:16])[CH2:11][CH:10]2[C:19]#[N:20])[CH:5]=[CH:6][C:7]=1[Cl:8].[H-].[Al+3].[H-].[H-]>>[Cl:1][C:2]1[CH:3]=[C:4]([N:9]2[CH2:14][CH2:13][N:12]([C:15]([CH3:16])([CH3:17])[CH3:18])[CH2:11][CH:10]2[CH2:19][NH2:20])[CH:5]=[CH:6][C:7]=1[Cl:8] |f:1.2.3.4|. Procedure: In a manner similar to preparation 2, react 1-(3,4-dichlorophenyl)-4-(1,1-dimethylethyl)-2-piperazinecarbonitrile withlithium aluminum hydride to obtain the title compound.